Dataset: the Open Reaction Database (ORD), a public repository of structured organic reaction records. Task: describe an organic reaction: reactants, conditions, products, and yield Reaction SMILES: [CH2:1]([Mg]Cl)[C:2]1[CH:7]=[CH:6][CH:5]=[CH:4][CH:3]=1.[Br:10][C:11]1[CH:16]=[CH:15][C:14](I)=[CH:13][CH:12]=1>C1COCC1>[Br:10][C:11]1[CH:16]=[CH:15][C:14]([CH2:1][C:2]2[CH:7]=[CH:6][CH:5]=[CH:4][CH:3]=2)=[CH:13][CH:12]=1. The product is BrC1=CC=C(C=C1)CC1=CC=CC=C1 (1-Bromo-4-(phenylmethyl)benzene). Run at time 1 hour. Reactants: C(C1=CC=CC=C1)[Mg]Cl (benzylmagnesium chloride), fused zinc chloride, BrC1=CC=C(C=C1)I (1-bromo-4-iodobenzene), tetrakis(tri-phenylphosphine)palladium. Isolated yield 80.8%. Solvent: 0, C1CCOC1 (THF), C1CCOC1 (THF). Procedure: To a stirred solution of 21 mL (42 mmol, 2.0M in THF) of benzylmagnesium chloride at room temperature under nitrogen was added a solution of 6.80 g (50.0 mmol) of thrice-fused zinc chloride in 0 50 mL of THF. The resulting tan slurry was stirred for 1 hour. To this slurry was added 10.0 g (35.3 mmol) 1-bromo-4-iodobenzene and 450 mg (0.4 mmol) of tetrakis(tri-phenylphosphine)palladium in 30 mL of THF. The reaction was stirred at room temperature for 16 hours and then quenched with 50 mL of 2M hy... The reactants are COC(C)(C)C, CCCCCCCCc1cnc(-c2ccc(O)cc2)nc1, O=S(=O)(F)C(F)(F)C(F)(F)C(F)(F)C(F)(F)F, C1CCC2=NCCCN2CC1, O. Yields the product CCCCCCCCc1cnc(-c2ccc(OS(=O)(=O)C(F)(F)C(F)(F)C(F)(F)C(F)(F)F)cc2)nc1. RXN SMILES: [C:39]([O:40][CH3:41])([CH3:42])([CH3:43])[CH3:44].[CH2:1]([CH2:2][CH2:3][CH2:4][CH2:5][CH2:6][CH2:7][CH3:8])[c:9]1[cH:10][n:11][c:12](-[c:15]2[cH:16][cH:17][c:18]([OH:21])[cH:19][cH:20]2)[n:13][cH:14]1.[F:22][C:23]([C:24]([C:25]([C:26]([F:27])([F:28])[F:29])([F:30])[F:31])([F:32])[F:33])([S:34](=[O:35])(=[O:36])[F:37])[F:38].[N:45]12[CH2:46][CH2:47][CH2:48][N:49]=[C:50]1[CH2:51][CH2:52][CH2:53][CH2:54][CH2:55]2.[OH2:56]>>[CH2:1]([CH2:2][CH2:3][CH2:4][CH2:5][CH2:6][CH2:7][CH3:8])[c:9]1[cH:10][n:11][c:12](-[c:15]2[cH:16][cH:17][c:18]([O:21][S:34]([C:23]([F:22])([C:24]([C:25]([C:26]([F:27])([F:28])[F:29])([F:30])[F:31])([F:32])[F:33])[F:38])(=[O:35])=[O:36])[cH:19][cH:20]2)[n:13][cH:14]1.